This data is from the Open Reaction Database (ORD), a public repository of structured organic reaction records. The task is: describe an organic reaction: reactants, conditions, products, and yield Reactants: CC1(N(C(OC1)=O)C=1SC2=C(N1)C1=CC=C(C=C1CC2)C#N)C (2-(4,4-Dimethyl-2-oxo-1,3-oxazolidin-3-yl)-4,5-dihydronaphtho[1,2-d][1,3]thiazole-7-carbonitrile), BrNC(CCC(=O)N)=O (N-bromosuccinamide), N(=NC(C#N)(C)C)C(C#N)(C)C (2,2′-azobis(2-methylproprionitrile)). Solvent: C(C)(=O)OCC (ethyl acetate), C(Cl)(Cl)(Cl)Cl (carbontetrachloride). Yields the product CC1(N(C(OC1)=O)C=1SC2=C(N1)C1=CC=C(C=C1C=C2)C#N)C (2-(4,4-Dimethyl-2-oxo-1,3-oxazolidin-3-yl)naphtho[1,2-d][1,3]thiazole-7carbonitrile). Yield: 54.1%. Reaction SMILES: [CH3:1][C:2]1([CH3:23])[CH2:6][O:5][C:4](=[O:7])[N:3]1[C:8]1[S:9][C:10]2[CH2:20][CH2:19][C:18]3[C:13](=[CH:14][CH:15]=[C:16]([C:21]#[N:22])[CH:17]=3)[C:11]=2[N:12]=1.BrNC(=O)CCC(N)=O.N(C(C)(C)C#N)=NC(C)(C)C#N>C(Cl)(Cl)(Cl)Cl.C(OCC)(=O)C>[CH3:1][C:2]1([CH3:23])[CH2:6][O:5][C:4](=[O:7])[N:3]1[C:8]1[S:9][C:10]2[CH:20]=[CH:19][C:18]3[C:13](=[CH:14][CH:15]=[C:16]([C:21]#[N:22])[CH:17]=3)[C:11]=2[N:12]=1. Procedure details: 2-(4,4-Dimethyl-2-oxo-1,3-oxazolidin-3-yl)-4,5-dihydronaphtho[1,2-d][1,3]thiazole-7-carbonitrile (0.65 g, 2.0 mmol), prepared in step 5 of Example 6, N-bromosuccinamide (0.39 g, 2.2 mmol) and a catalytic amount of 2,2′-azobis(2-methylproprionitrile) were stirred in carbontetrachloride (68 mL) at reflux for 4 h. The reaction was diluted with ethyl acetate and washed with 10% sodium thiosulfate. The layers were separated and the organic layer was dried over anhydrous MgSO4, filtered and concentrat... Starting materials: CS(=O)(=O)OC(C)C1=NC=CC(=C1)Br (1-(4-bromopyridin-2-yl)ethyl methanesulfonate), [N-]=[N+]=[N-].[Na+] (sodium azide). Solvent: O (water), CN(C)C=O (DMF). Run at time 2 hour. Product: N(=[N+]=[N-])C(C)C1=NC=CC(=C1)Br (2-(1-azidoethyl)-4-bromopyridine). RXN SMILES: CS(O[CH:6]([C:8]1[CH:13]=[C:12]([Br:14])[CH:11]=[CH:10][N:9]=1)[CH3:7])(=O)=O.[N-:15]=[N+:16]=[N-:17].[Na+]>CN(C=O)C.O>[N:15]([CH:6]([C:8]1[CH:13]=[C:12]([Br:14])[CH:11]=[CH:10][N:9]=1)[CH3:7])=[N+:16]=[N-:17] |f:1.2|. Procedure details: To a stirring solution of 1-(4-bromopyridin-2-yl)ethyl methanesulfonate (4.68 g, 16.71 mmol) in anhydrous DMF (45 mL) DMF was added sodium azide (2.17 g, 33.41 mmol) and stirred at room temperature for 2 hours. The reaction was then diluted with 80 mL of water, then extracted with EtOAc (2×75 mL). The organic extracts were combined, washed with water (50 mL) and brine (50 mL), dried over Na2SO4, and concentrated to give the crude product which was used directly without further purification. 1H N...